The task is: describe an organic reaction: reactants, conditions, products, and yield. This data is from the Open Reaction Database (ORD), a public repository of structured organic reaction records. Starting materials: N#Cc1c[nH]c2ccc(CCNC(=O)c3ccc(-c4ccnc(Cl)n4)cc3)cc12, CNCCOC, CS(C)=O. Product: COCCN(C)c1nccc(-c2ccc(C(=O)NCCc3ccc4[nH]cc(C#N)c4c3)cc2)n1. As a reaction SMILES: [C:7](#[N:8])[c:9]1[cH:10][nH:11][c:12]2[cH:13][cH:14][c:15]([CH2:18][CH2:19][NH:20][C:21]([c:22]3[cH:23][cH:24][c:25](-[c:28]4[n:29][c:30]([Cl:34])[n:31][cH:32][cH:33]4)[cH:26][cH:27]3)=[O:35])[cH:16][c:17]12.[CH3:1][O:2][CH2:3][CH2:4][NH:5][CH3:6].[CH3:36][S:37]([CH3:38])=[O:39]>>[CH3:1][O:2][CH2:3][CH2:4][N:5]([CH3:6])[c:30]1[n:29][c:28](-[c:25]2[cH:24][cH:23][c:22]([C:21]([NH:20][CH2:19][CH2:18][c:15]3[cH:14][cH:13][c:12]4[nH:11][cH:10][c:9]([C:7]#[N:8])[c:17]4[cH:16]3)=[O:35])[cH:27][cH:26]2)[cH:33][cH:32][n:31]1. The reactants are E1, ClC=1C=C2N(C(N1)=O)CCN2C(=O)OC(C)(C)C (tert-butyl 7-chloro-5-oxo-2,3-dihydroimidazo-[1,2-c]pyrimidine-1(5H)-carboxylate), [H-].[Na+] (NaH), OCC=1C=NC(=C(C#N)C1)OC1=CC(=CC=C1)C(F)(F)F (5-(hydroxymethyl)-2-(3-(trifluoromethyl)phenoxy)nicotinonitrile). Yields the product C(#N)C=1C=C(C=NC1OC1=CC(=CC=C1)C(F)(F)F)COC=1C=C2N(C(N1)=O)CCN2C(=O)OC(C)(C)C (tert-butyl 7-((5-cyano-6-(3-(trifluoromethyl)phenoxy)pyridin-3-yl)methoxy)-5-oxo-2,3-dihydroimidazo[1,2-c]pyrimidine-1(5H)-carboxylate). Reaction SMILES: [H-].[Na+].[OH:3][CH2:4][C:5]1[CH:6]=[N:7][C:8]([O:13][C:14]2[CH:19]=[CH:18][CH:17]=[C:16]([C:20]([F:23])([F:22])[F:21])[CH:15]=2)=[C:9]([CH:12]=1)[C:10]#[N:11].Cl[C:25]1[CH:26]=[C:27]2[N:34]([C:35]([O:37][C:38]([CH3:41])([CH3:40])[CH3:39])=[O:36])[CH2:33][CH2:32][N:28]2[C:29](=[O:31])[N:30]=1>>[C:10]([C:9]1[CH:12]=[C:5]([CH2:4][O:3][C:25]2[CH:26]=[C:27]3[N:34]([C:35]([O:37][C:38]([CH3:41])([CH3:40])[CH3:39])=[O:36])[CH2:33][CH2:32][N:28]3[C:29](=[O:31])[N:30]=2)[CH:6]=[N:7][C:8]=1[O:13][C:14]1[CH:19]=[CH:18][CH:17]=[C:16]([C:20]([F:23])([F:21])[F:22])[CH:15]=1)#[N:11] |f:0.1|. Reported procedure: The title compound was prepared by a procedure similar to that described for E1 starting from NaH, 5-(hydroxymethyl)-2-(3-(trifluoromethyl)phenoxy)nicotinonitrile and tert-butyl 7-chloro-5-oxo-2,3-dihydroimidazo-[1,2-c]pyrimidine-1(5H)-carboxylate. The reactants are O=C(O)CCCCCCCCCCBr, ClCCl, O=S(Cl)Cl. Yields the product O=C(Cl)CCCCCCCCCCBr. As a reaction SMILES: [Br:1][CH2:2][CH2:3][CH2:4][CH2:5][CH2:6][CH2:7][CH2:8][CH2:9][CH2:10][CH2:11][C:12](=[O:13])[OH:14].[Cl:19][CH2:20][Cl:21].[S:15]([Cl:16])([Cl:17])=[O:18]>>[Br:1][CH2:2][CH2:3][CH2:4][CH2:5][CH2:6][CH2:7][CH2:8][CH2:9][CH2:10][CH2:11][C:12](=[O:14])[Cl:17].